From a dataset of the Open Reaction Database (ORD), a public repository of structured organic reaction records. describe an organic reaction: reactants, conditions, products, and yield Starting materials: COC(C(CN1CC2=C(CC1)NN=C2)N)=O (2-amino-3-(1,4,6,7-tetrahydro-pyrazolo[4,3-c]pyridin-5-yl)-propionic acid methyl ester), C(=O)(C=1NC=CN1)C=1NC=CN1 (carbonyl diimidazole), N1CCC(CC1)N1C(NC2=CC=CC=C2C1)=O (3-piperidin-4-yl-3,4-dihydro-1H-quinazolin-2-one). The solvent is C(Cl)Cl (methylene chloride). Conditions: time 15 minute. The product is COC(C(CN1CC2=C(CC1)NN=C2)NC(=O)N2CCC(CC2)N2C(NC1=CC=CC=C1C2)=O)=O ((±)-2-{[4-(2-Oxo-1,4-dihydro-2H-quinazolin-3-yl)-piperidine-1-carbonyl]-amino}-3-(1,4,6,7-tetrahydro-pyrazolo[4,3-c]pyridin-5-yl)-propionic acid methyl ester). As a reaction SMILES: [CH3:1][O:2][C:3](=[O:16])[CH:4]([NH2:15])[CH2:5][N:6]1[CH2:11][CH2:10][C:9]2[NH:12][N:13]=[CH:14][C:8]=2[CH2:7]1.[C:17](C1NC=CN=1)(C1NC=CN=1)=[O:18].[NH:29]1[CH2:34][CH2:33][CH:32]([N:35]2[CH2:44][C:43]3[C:38](=[CH:39][CH:40]=[CH:41][CH:42]=3)[NH:37][C:36]2=[O:45])[CH2:31][CH2:30]1>C(Cl)Cl>[CH3:1][O:2][C:3](=[O:16])[CH:4]([NH:15][C:17]([N:29]1[CH2:30][CH2:31][CH:32]([N:35]2[CH2:44][C:43]3[C:38](=[CH:39][CH:40]=[CH:41][CH:42]=3)[NH:37][C:36]2=[O:45])[CH2:33][CH2:34]1)=[O:18])[CH2:5][N:6]1[CH2:11][CH2:10][C:9]2[NH:12][N:13]=[CH:14][C:8]=2[CH2:7]1. Procedure details: To a solution of 2-amino-3-(1,4,6,7-tetrahydro-pyrazolo[4,3-c]pyridin-5-yl)-propionic acid methyl ester (260 mg, 1 equiv) in methylene chloride (2 mL, 0° C.) was added carbonyl diimidazole (188 mg, 1 equiv). After 15 min, 3-piperidin-4-yl-3,4-dihydro-1H-quinazolin-2-one (295 mg, 1.1 equiv) was added in one portion. The ice bath was removed and stirring continued overnight. The reaction was concentrated and purified by column chromatography to give 118 mg (21%). 1H-NMR (CDCl3, 500 MHz) δ 1.60-1.8... Starting materials: CC(=O)Nc1ccc(CNc2ccc3c(c2)NC(=C(C(=O)c2cc(F)cc(F)c2)C(=O)c2cccc(OC(C)=O)c2)N3)cc1, C1CCOC1, [Cl-], [NH4+], [Na+], [OH-]. Product: CC(=O)Nc1ccc(CNc2ccc3c(c2)NC(=C(C(=O)c2cccc(O)c2)C(=O)c2cc(F)cc(F)c2)N3)cc1. RXN SMILES: [C:1](=[O:2])([CH3:3])[O:4][c:5]1[cH:6][c:7]([C:11]([C:12]([C:13](=[O:14])[c:15]2[cH:16][c:17]([F:22])[cH:18][c:19]([F:21])[cH:20]2)=[C:23]2[NH:24][c:25]3[c:26]([cH:28][cH:29][c:30]([NH:32][CH2:33][c:34]4[cH:35][cH:36][c:37]([NH:40][C:41]([CH3:42])=[O:43])[cH:38][cH:39]4)[cH:31]3)[NH:27]2)=[O:44])[cH:8][cH:9][cH:10]1.[CH2:49]1[O:50][CH2:51][CH2:52][CH2:53]1.[Cl-:47].[NH4+:48].[Na+:46].[OH-:45]>>[OH:4][c:5]1[cH:6][c:7]([C:11]([C:12]([C:13](=[O:14])[c:15]2[cH:16][c:17]([F:22])[cH:18][c:19]([F:21])[cH:20]2)=[C:23]2[NH:24][c:25]3[c:26]([cH:28][cH:29][c:30]([NH:32][CH2:33][c:34]4[cH:35][cH:36][c:37]([NH:40][C:41]([CH3:42])=[O:43])[cH:38][cH:39]4)[cH:31]3)[NH:27]2)=[O:44])[cH:8][cH:9][cH:10]1. Reactants: C(C)(C)(C)OC(NCC(C1=CC=CC=C1)NC1=NC(=CC=C1)C1=CN=C2N1C=CN=C2N2CCN(CC2)C)=O ((2-{6-[8-(4-methyl-piperazin-1-yl)-imidazo[1,2-a]pyrazin-3-yl]-pyridin-2-ylamino}-2-phenyl-ethyl)-carbamic acid tert-butyl ester), Cl (HCl). The solvent is C(C)O (ethanol). Run at time 15 hour. Product: CN1CCN(CC1)C=1C=2N(C=CN1)C(=CN2)C2=CC=CC(=N2)NC(CN)C2=CC=CC=C2 (N1-{6-[8-(4-methyl-piperazin-1-yl)-imidazo[1,2-a]pyrazin-3-yl]-pyridin-2-yl}-1-phenyl-ethane-1,2-diamine). Reaction SMILES: C(OC(=O)[NH:7][CH2:8][CH:9]([NH:16][C:17]1[CH:22]=[CH:21][CH:20]=[C:19]([C:23]2[N:27]3[CH:28]=[CH:29][N:30]=[C:31]([N:32]4[CH2:37][CH2:36][N:35]([CH3:38])[CH2:34][CH2:33]4)[C:26]3=[N:25][CH:24]=2)[N:18]=1)[C:10]1[CH:15]=[CH:14][CH:13]=[CH:12][CH:11]=1)(C)(C)C.Cl>C(O)C>[CH3:38][N:35]1[CH2:34][CH2:33][N:32]([C:31]2[C:26]3[N:27]([C:23]([C:19]4[N:18]=[C:17]([NH:16][CH:9]([C:10]5[CH:15]=[CH:14][CH:13]=[CH:12][CH:11]=5)[CH2:8][NH2:7])[CH:22]=[CH:21][CH:20]=4)=[CH:24][N:25]=3)[CH:28]=[CH:29][N:30]=2)[CH2:37][CH2:36]1. Procedure: The mixture of (2-{6-[8-(4-methyl-piperazin-1-yl)-imidazo[1,2-a]pyrazin-3-yl]-pyridin-2-ylamino}-2-phenyl-ethyl)-carbamic acid tert-butyl ester (30 mg, 0.06 mmol) and concentrated HCl (3 mL) in ethanol (3 mL) was stirred at room temperature for 15 hours. The reaction mixture was then concentrated under reduced pressure to give N1-{6-[8-(4-methyl-piperazin-1-yl)-imidazo[1,2-a]pyrazin-3-yl]-pyridin-2-yl}-1-phenyl-ethane-1,2-diamine; hydrochloride. (Yield 40 mg). 1HNMR (300 MHz, CD3OD): δ 8.54 (brs... Reactants: [H][H], CC(C)(C)OC(=O)CON=C(C(=O)OCc1ccc([N+](=O)[O-])cc1)c1csc(N)n1, C1CCOC1. Product: CC(C)(C)OC(=O)CON=C(C(=O)O)c1csc(N)n1. As a reaction SMILES: [H:31][H:32].[NH2:1][c:2]1[s:3][cH:4][c:5]([C:7]([C:8](=[O:9])[O:10][CH2:11][c:12]2[cH:13][cH:14][c:15]([N+:16]([O-:17])=[O:18])[cH:19][cH:20]2)=[N:21][O:22][CH2:23][C:24](=[O:25])[O:26][C:27]([CH3:28])([CH3:29])[CH3:30])[n:6]1.[O:33]1[CH2:34][CH2:35][CH2:36][CH2:37]1>>[NH2:1][c:2]1[s:3][cH:4][c:5]([C:7]([C:8](=[O:9])[OH:10])=[N:21][O:22][CH2:23][C:24](=[O:25])[O:26][C:27]([CH3:28])([CH3:29])[CH3:30])[n:6]1. Product: Cc1cccc(-c2sc(C)nc2C(=O)N2CC3CC(C)CC3C2CNC(=O)c2cccc(F)c2)c1. RXN SMILES: [F:27][c:28]1[cH:29][c:30]([C:31](=[O:32])[OH:33])[cH:34][cH:35][cH:36]1.[NH2:1][CH2:2][CH:3]1[CH:4]2[CH2:5][CH:6]([CH3:26])[CH2:7][CH:8]2[CH2:9][N:10]1[C:11](=[O:12])[c:13]1[n:14][c:15]([CH3:25])[s:16][c:17]1-[c:18]1[cH:19][c:20]([CH3:24])[cH:21][cH:22][cH:23]1>>[NH:1]([CH2:2][CH:3]1[CH:4]2[CH2:5][CH:6]([CH3:26])[CH2:7][CH:8]2[CH2:9][N:10]1[C:11](=[O:12])[c:13]1[n:14][c:15]([CH3:25])[s:16][c:17]1-[c:18]1[cH:19][c:20]([CH3:24])[cH:21][cH:22][cH:23]1)[C:31]([c:30]1[cH:29][c:28]([F:27])[cH:36][cH:35][cH:34]1)=[O:32]. Starting materials: O=C(O)c1cccc(F)c1, Cc1cccc(-c2sc(C)nc2C(=O)N2CC3CC(C)CC3C2CN)c1.